This data is from the Open Reaction Database (ORD), a public repository of structured organic reaction records. The task is: describe an organic reaction: reactants, conditions, products, and yield Reactants: [OH-].[Na+] (NaOH), C(C)OC(C=C1C2=C(C=C(C=3SC(=CC31)Cl)OC)C=CC=C2)=O ([2-chloro-10-methoxy-4H-benzo[4,5]cyclohepta[1,2-b]thiophen-4-ylidene]acetic acid ethyl ester), ( Z ), ( E ). Run in C(C)O (ethanol). The product is ClC1=CC2=C(S1)C(=CC1=C(C2=CC(=O)O)C=CC=C1)OC ([2-Chloro-10-methoxy-4H-benzo[4,5]cyclohepta[1,2-b]thiophene-4-ylidene]acetic acid). As a reaction SMILES: C([O:3][C:4](=[O:23])[CH:5]=[C:6]1[C:15]2[CH:14]=[C:13]([Cl:16])[S:12][C:11]=2[C:10]([O:17][CH3:18])=[CH:9][C:8]2[CH:19]=[CH:20][CH:21]=[CH:22][C:7]1=2)C.[OH-].[Na+]>C(O)C>[Cl:16][C:13]1[S:12][C:11]2[C:10]([O:17][CH3:18])=[CH:9][C:8]3[CH:19]=[CH:20][CH:21]=[CH:22][C:7]=3[C:6](=[CH:5][C:4]([OH:23])=[O:3])[C:15]=2[CH:14]=1 |f:1.2|. Reported procedure: 14 g of the product of example 1 [(Z)/(E)isomer mixture] or of example 2 [(Z) or (E) isomer individually] are dissolved in 140 ml ethanol, combined with 70 ml 2N NaOH and heated for 3 hours under reflux. The obtained solution is evaporated down to 1/3 volume and poured onto 250 ml ice water. The aqueous phase is adjusted to pH 1 by addition of 4N HCl and the obtained precipitate filtered off, washed with H2O and dried to yield the title compound. Starting materials: O=C(O)CC1CCCN(C(=O)c2ccc(N3CCCC3)cc2Cl)c2ccccc21, CC(C)N, CN(C)C=O, O, CCOP(=O)(C#N)OCC. Product: CC(C)NC(=O)CC1CCCN(C(=O)c2ccc(N3CCCC3)cc2Cl)c2ccccc21. As a reaction SMILES: [C:1](=[O:2])([OH:3])[CH2:4][CH:5]1[CH2:6][CH2:7][CH2:8][N:9]([C:16]([c:17]2[c:18]([Cl:28])[cH:19][c:20]([N:23]3[CH2:24][CH2:25][CH2:26][CH2:27]3)[cH:21][cH:22]2)=[O:29])[c:10]2[c:11]1[cH:12][cH:13][cH:14][cH:15]2.[CH3:30][CH:31]([CH3:32])[NH2:33].[CH3:45][N:46]([CH3:47])[CH:48]=[O:49].[OH2:44].[P:34]([C:35]#[N:36])([O:37][CH2:38][CH3:39])([O:40][CH2:41][CH3:42])=[O:43]>>[C:1](=[O:3])([CH2:4][CH:5]1[CH2:6][CH2:7][CH2:8][N:9]([C:16]([c:17]2[c:18]([Cl:28])[cH:19][c:20]([N:23]3[CH2:24][CH2:25][CH2:26][CH2:27]3)[cH:21][cH:22]2)=[O:29])[c:10]2[c:11]1[cH:12][cH:13][cH:14][cH:15]2)[NH:33][CH:31]([CH3:30])[CH3:32]. The reactants are N[C@H](C(=O)O)CC1=CC=C(C=C1)OCCC=1N=C(OC1C)C1=CC=CC=C1 ((2S)-2-amino-3-{4-[2-(5-methyl-2-phenyl-1,3oxazol-4-yl)ethoxy]phenyl}propanoic acid), FC1=C(C=CC=C1)C(CC(C)=O)=O ((2-Fluorophenyl)-1,3-butanedione). Reaction SMILES: [NH2:1][C@@H:2]([CH2:6][C:7]1[CH:12]=[CH:11][C:10]([O:13][CH2:14][CH2:15][C:16]2[N:17]=[C:18]([C:22]3[CH:27]=[CH:26][CH:25]=[CH:24][CH:23]=3)[O:19][C:20]=2[CH3:21])=[CH:9][CH:8]=1)[C:3]([OH:5])=[O:4].[F:28][C:29]1[CH:34]=[CH:33][CH:32]=[CH:31][C:30]=1[C:35](=[O:40])[CH2:36][C:37](=O)[CH3:38]>>[F:28][C:29]1[CH:34]=[CH:33][CH:32]=[CH:31][C:30]=1[C:35](=[O:40])/[CH:36]=[C:37](\[NH:1][C@@H:2]([CH2:6][C:7]1[CH:12]=[CH:11][C:10]([O:13][CH2:14][CH2:15][C:16]2[N:17]=[C:18]([C:22]3[CH:27]=[CH:26][CH:25]=[CH:24][CH:23]=3)[O:19][C:20]=2[CH3:21])=[CH:9][CH:8]=1)[C:3]([OH:5])=[O:4])/[CH3:38]. Product: FC1=C(C=CC=C1)C(\C=C(\C)/N[C@H](C(=O)O)CC1=CC=C(C=C1)OCCC=1N=C(OC1C)C1=CC=CC=C1)=O ((2S)-2-{[(Z)-3-(2-fluorophenyl)-1-methyl-3-oxo-1-propenyl]amino}-3-{4-[2-(5-methyl-2-phenyl-1,3-oxazol-4-yl)ethoxy]phenyl}propanoic acid), Example 37. Procedure details: The title compound was prepared (as described above for the preparation of Example 2) from 100 mg (0.27 mmol) of Intermediate 45 and 58 mg (0.32 mmol) of Intermediate 20 to yield 55 mg of Example 37: TLC (EtOAc/MeOH (7:3): Rf=0.25; 1H NMR (DMSO-d6, 400 MHz) δ11.42 (d, 1H, J=8.93), 7.95 (m. 2H), 7.70 (dd, 1H, J=1.78, 7.69), 7.51 (m, 4H), 7.23 (m, 4H), 6.88 (d, 2H, J=8.50), 5.36 (s, 1H), 4.22 (m, 2H), 4.16 (brs, 1H), 3.18 (m, 1H), 2.94 (m, 2H), 2.84 (m, 1H), 2.40 (s, 3H), 1.70 (s, 3H); low resolut...